Dataset: the Open Reaction Database (ORD), a public repository of structured organic reaction records. Task: describe an organic reaction: reactants, conditions, products, and yield The reactants are CCN=C=NCCCN(C)C, ClCCl, Cl, CCOC(=O)C1CCCNC1, O=C(O)c1ccsc1. The product is CCOC(=O)C1CCCN(C(=O)c2ccsc2)C1. RXN SMILES: [CH3:10][N:11]([CH3:12])[CH2:13][CH2:14][CH2:15][N:16]=[C:17]=[N:18][CH2:19][CH3:20].[Cl:32][CH2:33][Cl:34].[ClH:9].[NH:21]1[CH2:22][CH:23]([C:24](=[O:25])[O:26][CH2:27][CH3:28])[CH2:29][CH2:30][CH2:31]1.[s:1]1[cH:2][c:3]([C:6](=[O:7])[OH:8])[cH:4][cH:5]1>>[s:1]1[cH:2][c:3]([C:6](=[O:8])[N:21]2[CH2:22][CH:23]([C:24](=[O:25])[O:26][CH2:27][CH3:28])[CH2:29][CH2:30][CH2:31]2)[cH:4][cH:5]1. Reactants: C1(CCCCC1)C1=NN(C=2N=C(NC(C21)=O)C2=C(C=C(C=C2)NC)OC)C (3-Cyclohexyl-6-[2-methoxy-4-(methylamino)phenyl]-1-methyl-1,5-dihydro-4H-pyrazolo[3,4-d]pyrimidin-4-one), CS(=O)(=O)Cl (methanesulfonyl chloride), C(O)([O-])=O.[Na+] (sodium hydrogen carbonate). The solvent is N1=CC=CC=C1 (pyridine). Conditions: time 20 hour. The product is C1(CCCCC1)C1=NN(C=2N=C(NC(C21)=O)C2=C(C=C(C=C2)N(S(=O)(=O)C)C)OC)C (N-[4-(3-cyclohexyl-1-methyl-4-oxo-4,5-dihydro-1H-pyrazolo[3,4-d]pyrimidin-6-yl)-3-methoxyphenyl]-N-methylmethanesulfonamide). The yield is 87.3%. Reaction SMILES: [CH:1]1([C:7]2[C:15]3[C:14](=[O:16])[NH:13][C:12]([C:17]4[CH:22]=[CH:21][C:20]([NH:23][CH3:24])=[CH:19][C:18]=4[O:25][CH3:26])=[N:11][C:10]=3[N:9]([CH3:27])[N:8]=2)[CH2:6][CH2:5][CH2:4][CH2:3][CH2:2]1.[CH3:28][S:29](Cl)(=[O:31])=[O:30].C(=O)([O-])O.[Na+]>N1C=CC=CC=1>[CH:1]1([C:7]2[C:15]3[C:14](=[O:16])[NH:13][C:12]([C:17]4[CH:22]=[CH:21][C:20]([N:23]([CH3:24])[S:29]([CH3:28])(=[O:31])=[O:30])=[CH:19][C:18]=4[O:25][CH3:26])=[N:11][C:10]=3[N:9]([CH3:27])[N:8]=2)[CH2:2][CH2:3][CH2:4][CH2:5][CH2:6]1 |f:2.3|. Reported procedure: To a 3 ml pyridine solution of 91.8 mg (0.25 mmol) of the compound obtained in Example 47, 23.2 μl (0.3 mmol) of methanesulfonyl chloride was added, and the mixture was stirred at room temperature for 20 hours. Then, an aqueous solution of sodium hydrogen carbonate was added to the reaction mixture, and the mixture was extracted with dichloromethane. The organic layer was washed with water and a saturated aqueous solution of sodium chloride. After the washed layer was dried over anhydrous sodium... Starting materials: ClCCS(=O)(=O)C1=CC=C(C=C1)O (4-(2-chloro-ethanesulfonyl)-phenol), CC1=CC=C(C[C@H]2[C@H](CNCC2)O)C=C1 ((3R,4R)-4-(4-methyl-benzyl)-piperidin-3-ol). Yields the product OC1=CC=C(C=C1)S(=O)(=O)CCN1C[C@H]([C@H](CC1)CC1=CC=C(C=C1)C)O ((+)(cis)1-[2-(4-Hydroxy-benzenesulfonyl)-ethyl]-4-(4-methyl-benzyl)-piperidin-3-ol). The yield is 31.0%. Reaction SMILES: Cl[CH2:2][CH2:3][S:4]([C:7]1[CH:12]=[CH:11][C:10]([OH:13])=[CH:9][CH:8]=1)(=[O:6])=[O:5].[CH3:14][C:15]1[CH:28]=[CH:27][C:18]([CH2:19][C@@H:20]2[CH2:25][CH2:24][NH:23][CH2:22][C@@H:21]2[OH:26])=[CH:17][CH:16]=1>>[OH:13][C:10]1[CH:11]=[CH:12][C:7]([S:4]([CH2:3][CH2:2][N:23]2[CH2:24][CH2:25][C@H:20]([CH2:19][C:18]3[CH:27]=[CH:28][C:15]([CH3:14])=[CH:16][CH:17]=3)[C@H:21]([OH:26])[CH2:22]2)(=[O:6])=[O:5])=[CH:8][CH:9]=1. Reported procedure: The title compound was prepared from 4-(2-chloro-ethanesulfonyl)-phenol and (3R,4R)-4-(4-methyl-benzyl)-piperidin-3-ol in 31% yield as a white foam. Starting materials: CCOC(C)=O, CC(CC#N)N1CCC(Nc2c([N+](=O)[O-])cnc3c2ccn3S(=O)(=O)c2ccccc2)CC1. Product: CC(CC#N)N1CCC(Nc2c(N)cnc3c2ccn3S(=O)(=O)c2ccccc2)CC1. Reaction SMILES: [CH3:34][CH2:35][O:36][C:37]([CH3:38])=[O:39].[c:1]1([S:7](=[O:8])(=[O:9])[n:10]2[cH:11][cH:12][c:13]3[c:14]2[n:15][cH:16][c:17]([N+:31]([O-:32])=[O:33])[c:18]3[NH:19][CH:20]2[CH2:21][CH2:22][N:23]([CH:26]([CH2:27][C:28]#[N:29])[CH3:30])[CH2:24][CH2:25]2)[cH:2][cH:3][cH:4][cH:5][cH:6]1>>[c:1]1([S:7](=[O:8])(=[O:9])[n:10]2[cH:11][cH:12][c:13]3[c:14]2[n:15][cH:16][c:17]([NH2:31])[c:18]3[NH:19][CH:20]2[CH2:21][CH2:22][N:23]([CH:26]([CH2:27][C:28]#[N:29])[CH3:30])[CH2:24][CH2:25]2)[cH:2][cH:3][cH:4][cH:5][cH:6]1. Reaction conditions: temperature 60 celsius, time 8 hour. Procedure: A suspension of 3-bromofuran-2-carboxylic acid (23.5 g), iodoethane (11.8 mL) and potassium carbonate (25.6 g) in DMF (200 mL) was stirred at 60° C. overnight. The reaction mixture was poured into water, and the mixture was extracted with diethylether. The extract was washed with water and saturated brine, dried over anhydrous magnesium sulfate, and concentrated under reduced pressure. The residue was dissolved in hexane, passed through a silica gel (NH) layer, and the eluate was concentrated un... Product: BrC1=C(OC=C1)C(=O)OCC (ethyl 3-bromofuran-2-carboxylate). Solvent: CN(C)C=O (DMF). Starting materials: O (water), BrC1=C(OC=C1)C(=O)O (3-bromofuran-2-carboxylic acid), ICC (iodoethane), C([O-])([O-])=O.[K+].[K+] (potassium carbonate). RXN SMILES: [Br:1][C:2]1[CH:6]=[CH:5][O:4][C:3]=1[C:7]([OH:9])=[O:8].I[CH2:11][CH3:12].C(=O)([O-])[O-].[K+].[K+].O>CN(C=O)C>[Br:1][C:2]1[CH:6]=[CH:5][O:4][C:3]=1[C:7]([O:9][CH2:11][CH3:12])=[O:8] |f:2.3.4|. Starting materials: COC([C@@H](NC(C1=CC=C(C=C1)OC1=CC=C(C=C1)F)=O)CO)=O (N-[4-(4-Fluorophenoxy)benzoyl]-L-serine methyl ester), ice, 4-(4-fluorophenoy)benzoic acid, Cl.COC([C@@H](N)CO)=O (L-serine methyl ester hydrochloride), O.ON1N=NC2=C1C=CC=C2 (1-hydroxybenzotriazole hydrate), CN1CCOCC1 (N-methylmorpholine), Cl.CN(CCCN=C=NCC)C (1-[3-(dimethylamino)propyl]-3-ethylcarbodiimide hydrochloride). Run in CN(C)C=O (DMF). The product is FC1=CC=C(OC2=CC=C(C=C2)C=2OC=C(N2)C(=O)N)C=C1 (2-[4-(4-Fluorophenoxy)phenyl]oxazole-4-carboxamide). Reaction SMILES: CO[C:3](=[O:24])[C@H:4]([CH2:22][OH:23])[NH:5][C:6](=O)[C:7]1[CH:12]=[CH:11][C:10]([O:13][C:14]2[CH:19]=[CH:18][C:17]([F:20])=[CH:16][CH:15]=2)=[CH:9][CH:8]=1.Cl.COC(=O)[C@H](CO)[NH2:30].O.ON1C2C=CC=CC=2N=N1.CN1CCOCC1.Cl.CN(C)CCCN=C=NCC>CN(C=O)C>[F:20][C:17]1[CH:16]=[CH:15][C:14]([O:13][C:10]2[CH:9]=[CH:8][C:7]([C:6]3[O:24][CH:3]=[C:4]([C:22]([NH2:30])=[O:23])[N:5]=3)=[CH:12][CH:11]=2)=[CH:19][CH:18]=1 |f:1.2,3.4,6.7|. Procedure details: N-[4-(4-Fluorophenoxy)benzoyl]-L-serine methyl ester. To an ice cold solution of 4-(4-fluorophenoy)benzoic acid (0.79 g, 3.4 mmol), L-serine methyl ester hydrochloride (0.59 g, 3.7 mmol), and a 1-hydroxybenzotriazole hydrate (0.57 g, 3.7 mmol) in DMF (20 mL) was added N-methylmorpholine (82 mL, 7.4 mmol), and 1-[3-(dimethylamino)propyl]-3-ethylcarbodiimide hydrochloride (0.72 g, 3.7 mmol). The resulting solution was allowed to warm to room temperature overnight and was then partitioned between w... Starting materials: C(C)O (Ethanol), C(C)(C)(C)OC(=O)NCC(=O)O ((tert-Butoxycarbonylamino)acetic acid), Cl.CN(CCCN=C=NCC)C (N-(3-Dimethylaminopropyl)-N'-ethylcarbodiimide hydrochloride). Reagents/catalysts: CN(C1=CC=NC=C1)C (4-dimethylaminopyridine). Solvent: C(C)(=O)OCC (ethyl acetate), S(=O)(=O)(O)[O-].[Na+] (sodium hydrogen sulfate), ClCCl (dichloromethane). Reaction conditions: temperature 0 celsius, time 16 hour. The product is C(C)(C)(C)OC(=O)NCC(=O)OCC (ethyl 2-(tert-butoxycarbonylamino)acetate). The yield is 91.7%. Reaction SMILES: [C:1]([O:5][C:6]([NH:8][CH2:9][C:10]([OH:12])=[O:11])=[O:7])([CH3:4])([CH3:3])[CH3:2].[CH2:13](O)[CH3:14].Cl.CN(C)CCCN=C=NCC>ClCCl.CN(C)C1C=CN=CC=1.C(OCC)(=O)C.S([O-])(O)(=O)=O.[Na+]>[C:1]([O:5][C:6]([NH:8][CH2:9][C:10]([O:12][CH2:13][CH3:14])=[O:11])=[O:7])([CH3:4])([CH3:2])[CH3:3] |f:2.3,7.8|. Procedure details: (tert-Butoxycarbonylamino)acetic acid (4.00 g, 22.8 mmol) was dissolved in dichloromethane (8 ml). Ethanol (1.60 ml, 27.40 mmol) and 4-dimethylaminopyridine (0.31 g, 25.1 mmol) were added. The solution was cooled to 0° C. N-(3-Dimethylaminopropyl)-N'-ethylcarbodiimide hydrochloride (4.81 g, 25.11 mmol) was added. The solution was stirred for 16 h, while warming up to room temperature. It was diluted with ethyl acetate (150 ml) and 10% aqueous sodium hydrogen sulfate solution (100 ml). The phases...